This data is from the Open Reaction Database (ORD), a public repository of structured organic reaction records. The task is: describe an organic reaction: reactants, conditions, products, and yield The reactants are ClC1=C(C(C(=O)OC)=CC=C1)N (methyl 3-chloroanthranilate), [H-].[Al+3].[Li+].[H-].[H-].[H-] (lithium aluminum hydride), O (water), [OH-].[Na+] (sodium hydroxide), O (water). Run in CCOCC (ether), CCOCC (ether). Run at time 5 hour. The product is NC1=C(CO)C=CC=C1Cl (2-amino-3-chlorobenzyl alcohol). Isolated yield 67.0%. RXN SMILES: [Cl:1][C:2]1[CH:11]=[CH:10][CH:9]=[C:4]([C:5](OC)=[O:6])[C:3]=1[NH2:12].[H-].[Al+3].[Li+].[H-].[H-].[H-].O.[OH-].[Na+]>CCOCC>[NH2:12][C:3]1[C:2]([Cl:1])=[CH:11][CH:10]=[CH:9][C:4]=1[CH2:5][OH:6] |f:1.2.3.4.5.6,8.9|. Procedure details: A solution of 28.9 g (155 mmol) of methyl 3-chloroanthranilate in 100 ml of ether was added dropwise to a stirred suspenson of 7.67 g (202 mmol) of lithium aluminum hydride in 400 ml of ether. After stirring for five hours at room temperature, the grey mixture was treated sequentially with 7.7 ml of water, 7.7 ml of 15% sodium hydroxide and 23 ml of water. The reaction mixture was filtered, and the filtrate was evaporated at reduced pressure. The oily residue was dissolved in ether, and precipit... The reactants are BrCC(C(=O)OC)=C (methyl 2-(bromomethyl)acrylate), C(=O)([O-])[O-].[K+].[K+] (K2CO3), N1CCOCC1 (morpholine). Run in C(C)#N (acetonitrile). Reaction conditions: time 8 hour. Yields the product COC(C(=C)CN1CCOCC1)=O (2-morpholin-4-ylmethyl-acrylic acid methyl ester). RXN SMILES: Br[CH2:2][C:3](=[CH2:8])[C:4]([O:6][CH3:7])=[O:5].C([O-])([O-])=O.[K+].[K+].[NH:15]1[CH2:20][CH2:19][O:18][CH2:17][CH2:16]1>C(#N)C>[CH3:7][O:6][C:4](=[O:5])[C:3]([CH2:2][N:15]1[CH2:20][CH2:19][O:18][CH2:17][CH2:16]1)=[CH2:8] |f:1.2.3|. Procedure details: To a mixture of methyl 2-(bromomethyl)acrylate (119 μl, 1 mmol) and K2CO3 (138 mg, 1 eq) in acetonitrile (2 ml) was added morpholine (96 μl, 1.1 mmols). The mixture was stirred overnight, filtered and concentrated. The residue was partitioned between ether and water, and organic layer was isolated, washed with brine and dried (MgSO4). Solvent was removed and residue was purified by column chromatography. Ethyl acetate eluted out the title compound as clear oil (110 mg, 59%). Reactants: BrC1=CC=C(C=C1)C(CC(=O)C=1C=NC(=CC1)OC)CC=C (3-(4-bromo-phenyl)-1-(6-methoxy-pyridin-3-yl)-hex-5-en-1-one), Cl (HCl). Run in O1CCOCC1 (1,4-dioxane). Product: BrC1=CC=C(C=C1)C(CC(=O)C=1C=CC(NC1)=O)CC=C (5-[3-(4-Bromo-phenyl)-hex-5-enoyl]-1H-pyridin-2-one). RXN SMILES: [Br:1][C:2]1[CH:7]=[CH:6][C:5]([CH:8]([CH2:20][CH:21]=[CH2:22])[CH2:9][C:10]([C:12]2[CH:13]=[N:14][C:15]([O:18]C)=[CH:16][CH:17]=2)=[O:11])=[CH:4][CH:3]=1.Cl>O1CCOCC1>[Br:1][C:2]1[CH:3]=[CH:4][C:5]([CH:8]([CH2:20][CH:21]=[CH2:22])[CH2:9][C:10]([C:12]2[CH:17]=[CH:16][C:15](=[O:18])[NH:14][CH:13]=2)=[O:11])=[CH:6][CH:7]=1. Procedure details: In analogy to example 162, step 2, 3-(4-bromo-phenyl)-1-(6-methoxy-pyridin-3-yl)-hex-5-en-1-one was reacted with concentrated aqueous HCl in 1,4-dioxane to give the title compound as an off-white foam, MS (ESI−): m/z=344.0 [M−H]−. Starting materials: C(CCC)N (n-butylamine), [OH-].[Na+] (sodium hydroxide), ClC1=C(C=C(C(=O)O)C=C1S(=O)(=O)Cl)[N+](=O)[O-] (4-chloro-5-chlorosulfonyl-3-nitrobenzoic acid). Solvent: O (water). Conditions: time 0.5 hour. The product is ClC1=C(C=C(C(=O)O)C=C1S(NCCCC)(=O)=O)[N+](=O)[O-] (4-chloro-3-nitro-5-n-butylsulfamoylbenzoic acid). As a reaction SMILES: [CH2:1]([NH2:5])[CH2:2][CH2:3][CH3:4].[OH-].[Na+].[Cl:8][C:9]1[C:17]([S:18](Cl)(=[O:20])=[O:19])=[CH:16][C:12]([C:13]([OH:15])=[O:14])=[CH:11][C:10]=1[N+:22]([O-:24])=[O:23]>O>[Cl:8][C:9]1[C:17]([S:18](=[O:19])(=[O:20])[NH:5][CH2:1][CH2:2][CH2:3][CH3:4])=[CH:16][C:12]([C:13]([OH:15])=[O:14])=[CH:11][C:10]=1[N+:22]([O-:24])=[O:23] |f:1.2|. Reported procedure: The starting material is prepared as follows: To the stirred solution 7.3 g of n-butylamine, 8 g of sodium hydroxide in 200 ml of water, 30 g of 4-chloro-5-chlorosulfonyl-3-nitrobenzoic acid are added portionwise while keeping the temperature between 0° and 5°. After 1/2 hour the mixture is allowed to warm to room temperature for 2 hours. The supernatant solution is filtered, the filtrate combined with 25 ml of 2N of hydrochloric acid, the precipitate formed collected and recrystallized from aqu... The reactants are COC1=CC=C(C=C1)S(=O)(=O)N (4-methoxybenzenesulfonamide), [OH-].[Na+] (sodium hydroxide), BrC1=CC=C(C=C1)N=C=O (4-bromophenylisocyanate), O (water). The solvent is CC(=O)C (acetone), CC(=O)C (acetone). The product is BrC1=CC=C(C=C1)NC(=O)NS(=O)(=O)C1=CC=C(C=C1)OC (N-([(4-Bromophenyl)amino]carbonyl)-4-methoxybenzenesulfonamide). The yield is 91.9%. RXN SMILES: [CH3:1][O:2][C:3]1[CH:8]=[CH:7][C:6]([S:9]([NH2:12])(=[O:11])=[O:10])=[CH:5][CH:4]=1.[OH-].[Na+].[Br:15][C:16]1[CH:21]=[CH:20][C:19]([N:22]=[C:23]=[O:24])=[CH:18][CH:17]=1.O>CC(C)=O>[Br:15][C:16]1[CH:21]=[CH:20][C:19]([NH:22][C:23]([NH:12][S:9]([C:6]2[CH:5]=[CH:4][C:3]([O:2][CH3:1])=[CH:8][CH:7]=2)(=[O:11])=[O:10])=[O:24])=[CH:18][CH:17]=1 |f:1.2|. Procedure: To a solution of 9.97 g of 4-methoxybenzenesulfonamide in 54 ml of acetone were added 54 ml of a 1N sodium hydroxide solution. With stirring, a solution of 11.55 g of 4-bromophenylisocyanate in 50 ml of acetone was added. After stirring at room temperature for three days, the reaction mixture was filtered and 55 ml of 1N hydrochloric acid were added to the filtrate providing a fine white precipitate. Two hundred milliliters of water were added, and the solid was recovered by filtration to provid... Reactants: F[B-](F)(F)F, O=C(O)c1cc(Br)c(OCC(F)(F)F)nc1C(F)(F)F, CCN(C(C)C)C(C)C, CC(O)(CN)C1CC1, CN(C)C=O, CN(C)C(On1nnc2ccccc21)=[N+](C)C. Yields the product CC(O)(CNC(=O)c1cc(Br)c(OCC(F)(F)F)nc1C(F)(F)F)C1CC1. RXN SMILES: [B-:21]([F:22])([F:23])([F:24])[F:25].[Br:1][c:2]1[c:3]([O:15][CH2:16][C:17]([F:18])([F:19])[F:20])[n:4][c:5]([C:11]([F:12])([F:13])[F:14])[c:6]([C:7](=[O:8])[OH:9])[cH:10]1.[CH:43]([N:44]([CH2:45][CH3:46])[CH:47]([CH3:48])[CH3:49])([CH3:50])[CH3:51].[NH2:52][CH2:53][C:54]([OH:55])([CH:56]1[CH2:57][CH2:58]1)[CH3:59].[O:60]=[CH:61][N:62]([CH3:63])[CH3:64].[n:26]1([O:27][C:28]([N:29]([CH3:30])[CH3:31])=[N+:32]([CH3:33])[CH3:34])[c:35]2[cH:36][cH:37][cH:38][cH:39][c:40]2[n:41][n:42]1>>[Br:1][c:2]1[c:3]([O:15][CH2:16][C:17]([F:18])([F:19])[F:20])[n:4][c:5]([C:11]([F:12])([F:13])[F:14])[c:6]([C:7](=[O:9])[NH:52][CH2:53][C:54]([OH:55])([CH:56]2[CH2:57][CH2:58]2)[CH3:59])[cH:10]1. Starting materials: C(=O)([O-])[O-].[K+].[K+] (K2CO3), [OH-].[K+] (KOH), C(CCC)O/C=C/C1=NC(=NC=C1Cl)Cl ((E)-4-(2-butoxyvinyl)-2,5-dichloropyrimidine), C(CCC)O/C=C/C1=NC(=NC=C1Cl)Cl ((E)-4-(2-butoxyvinyl)-2,5-dichloropyrimidine), [I-].N[N+]1=CC=CC=C1 (1-aminopyridinium iodide). The solvent is CS(=O)C (DMSO), O (water). Run at time 1.5 hour. The product is ClC1=NC=C(C(=N1)C=1C=NN2C1C=CC=C2)Cl (3-(2,5-Dichloropyrimidin-4-yl)pyrazolo[1,5-a]pyridine). Isolated yield 20.3%. Reaction SMILES: C([O-])([O-])=O.[K+].[K+].[OH-].[K+].C(O/[CH:14]=[CH:15]/[C:16]1[C:21]([Cl:22])=[CH:20][N:19]=[C:18]([Cl:23])[N:17]=1)CCC.[I-].[NH2:25][N+:26]1[CH:31]=[CH:30][CH:29]=[CH:28][CH:27]=1>CS(C)=O.O>[Cl:23][C:18]1[N:17]=[C:16]([C:15]2[CH:14]=[N:25][N:26]3[CH:31]=[CH:30][CH:29]=[CH:28][C:27]=23)[C:21]([Cl:22])=[CH:20][N:19]=1 |f:0.1.2,3.4,6.7|. Procedure: K2CO3 (20.82 g, 150.65 mmol) and KOH (16.91 g, 301.31 mmol) were added in one portion to a mixture of (E)-4-(2-butoxyvinyl)-2,5-dichloropyrimidine (Intermediate 22, 74.46 g, 301.31 mmol) and 1-aminopyridinium iodide (66.9 g, 301.31 mmol) in DMSO (1.415 L) at r.t. The mixture was stirred at r.t. for 1.5 h and then at 90° C. for 4 h. After cooling, the mixture was diluted with water (5 L) and stirred for 0.5 h. The resulting solid was collected by filtration and washed with water (5 L). Purificati...